This data is from the Open Reaction Database (ORD), a public repository of structured organic reaction records. The task is: describe an organic reaction: reactants, conditions, products, and yield Starting materials: C(C)OC(=O)C1CCN(CC1)C (1-methyl-piperidine-4-carboxylic acid ethyl ester), Cl (hydrochloric acid). The product is Cl.CN1CCC(CC1)C(=O)O (1-methyl-piperidine-4-carboxylic acid hydrochloride). The yield is 48.0%. As a reaction SMILES: C([O:3][C:4]([CH:6]1[CH2:11][CH2:10][N:9]([CH3:12])[CH2:8][CH2:7]1)=[O:5])C.[ClH:13]>>[ClH:13].[CH3:12][N:9]1[CH2:10][CH2:11][CH:6]([C:4]([OH:5])=[O:3])[CH2:7][CH2:8]1 |f:2.3|. Procedure: A solution of 1-methyl-piperidine-4-carboxylic acid ethyl ester (2.0 g, 11.7 mmol) in conc. hydrochloric acid (20 mL) was heated to 100° C. and maintained for 6 h. The mixture was then concentrated to dryness in vacuo to give a solid, which was washed with acetonitrile-diethyl ether (1:1) and dried in vacuo to afford 1-methyl-piperidine-4-carboxylic acid hydrochloride (1.0 g, 48%) as an off-white solid. Reactants: ClC=1N=NC=C2C1SC(=C2)C=2C=C(C(=O)NC1CC1)C=CC2C (3-(7-chlorothieno[2,3-d]pyridazin-2-yl)-N-cyclopropyl-4-methylbenzamide), C[C@@H]1NCCOC1 ((S)-3-methylmorpholine). Run in CN1CCCC1=O (NMP), O (H2O). Conditions: temperature 165 celsius. Yields the product C1(CC1)NC(C1=CC(=C(C=C1)C)C1=CC=2C(=C(N=NC2)N2[C@H](COCC2)C)S1)=O (N-cyclopropyl-4-methyl-3-(7-((S)-3-methylmorpholino)thieno[2,3-d]pyridazin-2-yl)benzamide). Reaction SMILES: Cl[C:2]1[N:3]=[N:4][CH:5]=[C:6]2[CH:10]=[C:9]([C:11]3[CH:12]=[C:13]([CH:20]=[CH:21][C:22]=3[CH3:23])[C:14]([NH:16][CH:17]3[CH2:19][CH2:18]3)=[O:15])[S:8][C:7]=12.[CH3:24][C@H:25]1[CH2:30][O:29][CH2:28][CH2:27][NH:26]1>CN1C(=O)CCC1.O>[CH:17]1([NH:16][C:14](=[O:15])[C:13]2[CH:20]=[CH:21][C:22]([CH3:23])=[C:11]([C:9]3[S:8][C:7]4=[C:2]([N:26]5[CH2:27][CH2:28][O:29][CH2:30][C@@H:25]5[CH3:24])[N:3]=[N:4][CH:5]=[C:6]4[CH:10]=3)[CH:12]=2)[CH2:19][CH2:18]1. Procedure: A mixture of 3-(7-chlorothieno[2,3-d]pyridazin-2-yl)-N-cyclopropyl-4-methylbenzamide (90 mg, 262 μmol) and (S)-3-methylmorpholine (79 mg, 785 μmol) in NMP (2 ml) was heated to 165° C. for 48 hrs. The mixture was cooled to RT, diluted with H2O and filtered. The solids were washed with H2O and air-dried. The residue was purified with reverse-phase chromatography (Phenomenex Synergi 4m Max RP 80 A column, 150×21 mm, 20 ml/min, 10-95% CH3CN/H2O, 0.1% TFA, 10.5 min gradient) to afford the title compo...